This data is from the Open Reaction Database (ORD), a public repository of structured organic reaction records. The task is: describe an organic reaction: reactants, conditions, products, and yield Starting materials: NC1=NC=C(C=C1CO)Br (2-amino-5-bromo-3-hydroxymethylpyridine), [OH-].[Na+] (NaOH), Br (HBr). Product: Br.NC1=NC=C(C=C1CBr)Br (2-Amino-5-bromo-3-(bromomethyl)pyridine hydrobromide). RXN SMILES: [NH2:1][C:2]1[C:7]([CH2:8]O)=[CH:6][C:5]([Br:10])=[CH:4][N:3]=1.[OH-].[Na+].[BrH:13]>>[BrH:10].[NH2:1][C:2]1[C:7]([CH2:8][Br:13])=[CH:6][C:5]([Br:10])=[CH:4][N:3]=1 |f:1.2,4.5|. Procedure details: A solution of 2-amino-5-bromo-3-hydroxymethylpyridine (5.00 g, 24.6 mmole), from Preparation 14 (b), in 48% aqueous HBr (50 mL), was heated at reflux for 12 hrs. The reaction was concentrated and toluene was used to azeotrope the residual H2O. The resulting light brown solid was placed under high vacuum overnight and used directly. The reactants are COC1=NC=CC(=C1)\C=C\C1=NC=CC=C1 ((E)-2-Methoxy-4-(2-(pyridin-2-yl)vinyl)pyridine). The solvent is CO (MeOH). Reaction conditions: time 24 hour. The product is COC1=NC=CC(=C1)CCC1=NC=CC=C1 (2-Methoxy-4-(2-(pyridin-2-yl)ethyl)pyridine). Isolated yield 718.0%. Reaction SMILES: [CH3:1][O:2][C:3]1[CH:8]=[C:7](/[CH:9]=[CH:10]/[C:11]2[CH:16]=[CH:15][CH:14]=[CH:13][N:12]=2)[CH:6]=[CH:5][N:4]=1>CO>[CH3:1][O:2][C:3]1[CH:8]=[C:7]([CH2:9][CH2:10][C:11]2[CH:16]=[CH:15][CH:14]=[CH:13][N:12]=2)[CH:6]=[CH:5][N:4]=1. Reported procedure: (E)-2-Methoxy-4-(2-(pyridin-2-yl)vinyl)pyridine (290 mg, 0.13 mmol) was dissolved in MeOH (15 mL) and degassed with a nitrogen stream for 10 minutes. Palladium on charcoal (10%, wet, 5 g) was added and the reaction mixture stirred under an atmosphere of hydrogen for 24 h. The reaction mixture was degassed again and the catalyst removed by filtration. Concentration of the filtrate provided the title compound (200 mg, 90%) as a green oil: 1H NMR (500 MHz, CD3OD) δ 8.56 (d, J=5.1 Hz, 1H), 8.03 (d, ... Starting materials: ClC1=C(C(=O)Cl)C=CC(=C1)F (2-chloro-4-fluorobenzoyl chloride), C=1C=CN2C1CNC1=C(C2)C=CC=C1 (10,11-dihydro-5H-pyrrolo[2,1-c][1,4]benzodiazepine), C(C)(C)N(CC)C(C)C (diisopropylethylamine). Solvent: ClCCl (dichloromethane), ClCCl (dichloromethane). Run at time 18 hour. Product: ClC1=C(C=CC(=C1)F)C(=O)N1CC=2N(CC3=C1C=CC=C3)C=CC2 ((2-Chloro-4-fluorophenyl)-(5H,11H-pyrrolo[2,1-c][1,4]benzodiazepin-10-yl)-methanone). The yield is 75.4%. As a reaction SMILES: [Cl:1][C:2]1[CH:10]=[C:9]([F:11])[CH:8]=[CH:7][C:3]=1[C:4](Cl)=[O:5].[CH:12]1[CH:13]=[CH:14][N:15]2[CH2:21][C:20]3[CH:22]=[CH:23][CH:24]=[CH:25][C:19]=3[NH:18][CH2:17][C:16]=12.C(N(C(C)C)CC)(C)C>ClCCl>[Cl:1][C:2]1[CH:10]=[C:9]([F:11])[CH:8]=[CH:7][C:3]=1[C:4]([N:18]1[C:19]2[CH:25]=[CH:24][CH:23]=[CH:22][C:20]=2[CH2:21][N:15]2[CH:14]=[CH:13][CH:12]=[C:16]2[CH2:17]1)=[O:5]. Reported procedure: The crude 2-chloro-4-fluorobenzoyl chloride (3.68 g) in dichloromethane (25 ml) was added portionwise to a stirred, ice cooled solution of 10,11-dihydro-5H-pyrrolo[2,1-c][1,4]benzodiazepine (2.76 g), diisopropylethylamine (2.47 g) and dichloromethane (50 ml). After 18 hours at room temperature, the reaction mixture was washed with water and saturated aqueous sodium bicarbonate. The dichloromethane solution was dried with anhydrous sodium sulfate and filtered through a short column of hydrous sod... Reactants: OC(CN1C(=NC(=C1)[N+](=O)[O-])[N+](=O)[O-])CC (1-(2'-hydroxybutyl)-2,4-dinitroimidazole), CN(C)C=O (DMF), C(CCCCCCC)N=C=O (octyl isocyanate). The reagents and catalysts are [Cu]I (CuI). Solvent: C(C)OCC (ethyl ether). Reaction conditions: time 2 hour. Yields the product C(N)(OCCCCCCCC)=O (n-octyl carbamate). The yield is 60.0%. As a reaction SMILES: [OH:1]C(CC)CN1C=C([N+]([O-])=O)N=C1[N+]([O-])=O.[CH2:17](N=C=O)[CH2:18][CH2:19][CH2:20][CH2:21][CH2:22][CH2:23][CH3:24].C[N:29]([CH:31]=[O:32])C>C(OCC)C.[Cu]I>[C:31](=[O:32])([O:1][CH2:17][CH2:18][CH2:19][CH2:20][CH2:21][CH2:22][CH2:23][CH3:24])[NH2:29]. Reported procedure: To a green heterogeneous mixture of 1-(2'-hydroxybutyl)-2,4-dinitroimidazole (500 mg, 2.17 mmol, Eur. J. Med. Chem. 24:631-633 (1989)) and 258 mg (2.60 mmol) of CuI in 10 mL of dry DMF was added 767 μL (4.34 mmol) of octyl isocyanate. The mixture was stirred for two hours, diluted with 40 mL of ethyl ether and the organic solution was washed with water, dried over magnesium sulfate and concentrated. The crude product was purified by chromatography on silica gel (hexane:ethyl acetate, 6:1) to giv... The reactants are C(C)OC(=O)C=1C=NC=2N(C1O)N=CC2C2=CC=C(C=C2)CC2=CC1=C(C=C2)OCO1 (6-ethoxycarbonyl-7-hydroxy-3-[4-(3,4-methylenedioxyphenylmethyl)phenyl]pyrazolo[1,5-a]pyrimidine), [OH-].[Na+] (sodium hydroxide). Run in C(C)O (ethanol). Yields the product C(=O)(O)C=1C=NC=2N(C1O)N=CC2C2=CC=C(C=C2)CC2=CC1=C(C=C2)OCO1 (6-carboxy-7-hydroxy-3-[4-(3,4-methylenedioxyphenylmethyl)phenyl]pyrazolo[1,5-a]pyrimidine). Yield: 89.3%. Reaction SMILES: C([O:3][C:4]([C:6]1[CH:7]=[N:8][C:9]2[N:10]([N:13]=[CH:14][C:15]=2[C:16]2[CH:21]=[CH:20][C:19]([CH2:22][C:23]3[CH:28]=[CH:27][C:26]4[O:29][CH2:30][O:31][C:25]=4[CH:24]=3)=[CH:18][CH:17]=2)[C:11]=1[OH:12])=[O:5])C.[OH-].[Na+]>C(O)C>[C:4]([C:6]1[CH:7]=[N:8][C:9]2[N:10]([N:13]=[CH:14][C:15]=2[C:16]2[CH:17]=[CH:18][C:19]([CH2:22][C:23]3[CH:28]=[CH:27][C:26]4[O:29][CH2:30][O:31][C:25]=4[CH:24]=3)=[CH:20][CH:21]=2)[C:11]=1[OH:12])([OH:5])=[O:3] |f:1.2|. Procedure details: To a solution of 6-ethoxycarbonyl-7-hydroxy-3-[4-(3,4-methylenedioxyphenylmethyl)phenyl]pyrazolo[1,5-a]pyrimidine (1.2 g) in ethanol (60 ml) was added 5N sodium hydroxide solution (3.0 ml), and the mixture was heated and refluxed for 20 hours. The solvent was distilled away under reduced pressure, and thereto was added water (100 ml) under ice-cooling. The mixture was adjusted to acid with 10% hydrochloric acid, and the precipitate was separated by filtraltion, washed with water to give the titl... Starting materials: O=C(Cl)CBr, c1ccc2c(c1)CCNC2, ClCCl, O. Product: O=C(CBr)N1CCc2ccccc2C1. RXN SMILES: [Br:1][CH2:2][C:3](=[O:4])[Cl:5].[CH2:6]1[NH:7][CH2:8][CH2:9][c:10]2[cH:11][cH:12][cH:13][cH:14][c:15]21.[Cl:17][CH2:18][Cl:19].[OH2:16]>>[Br:1][CH2:2][C:3](=[O:4])[N:7]1[CH2:6][c:15]2[c:10]([cH:11][cH:12][cH:13][cH:14]2)[CH2:9][CH2:8]1. Starting materials: C(C)(C)(C)N(C(C)=O)N1C(C(CC(CC1C1=CC=CC=C1)C1=CC=CC=C1)N)=O ((-)-1-(N-t-butylacetamido)-3-amino-5,7-diphenylhexahydroazepin-2-one), C1(=CC(=CC=C1)N=C=O)C (m-tolylisocyanate). The solvent is C(C)(=O)OCC (ethyl acetate). Yields the product C(C)(C)(C)N(C(C)=O)N1C(C(CC(CC1C1=CC=CC=C1)C1=CC=CC=C1)NC(=O)NC=1C=C(C=CC1)C)=O ((-)-1-(N-t-butylacetamido)-3-(3-tolylureido)-5,7-diphenylhexahydroazepin-2-one). RXN SMILES: [C:1]([N:5]([N:9]1[CH:15]([C:16]2[CH:21]=[CH:20][CH:19]=[CH:18][CH:17]=2)[CH2:14][CH:13]([C:22]2[CH:27]=[CH:26][CH:25]=[CH:24][CH:23]=2)[CH2:12][CH:11]([NH2:28])[C:10]1=[O:29])[C:6](=[O:8])[CH3:7])([CH3:4])([CH3:3])[CH3:2].[C:30]1([CH3:39])[CH:35]=[CH:34][CH:33]=[C:32]([N:36]=[C:37]=[O:38])[CH:31]=1>C(OCC)(=O)C>[C:1]([N:5]([N:9]1[CH:15]([C:16]2[CH:17]=[CH:18][CH:19]=[CH:20][CH:21]=2)[CH2:14][CH:13]([C:22]2[CH:27]=[CH:26][CH:25]=[CH:24][CH:23]=2)[CH2:12][CH:11]([NH:28][C:37]([NH:36][C:32]2[CH:31]=[C:30]([CH3:39])[CH:35]=[CH:34][CH:33]=2)=[O:38])[C:10]1=[O:29])[C:6](=[O:8])[CH3:7])([CH3:2])([CH3:3])[CH3:4]. Procedure details: To a 35 mL round-bottomed flask equipped with N2 inlet and condenser were added 293 mg (0.745 mmol) (-)-1-(N-t-butylacetamido)-3-amino-5,7-diphenylhexahydroazepin-2-one, 10 mL ethyl acetate, and 0.096 mL (0.745 mmol) m-tolylisocyanate. The reaction was refluxed for 2.5 hr, cooled, and evaporated. The residue was chromatographed on silica gel using hexane/ethyl acetate as eluant to afford an oil which was crystallized from methylene chloride/isopropyl ether to a give mp 140°-150° C., 71 mg (18%),...